From a dataset of the Open Reaction Database (ORD), a public repository of structured organic reaction records. describe an organic reaction: reactants, conditions, products, and yield Reactants: C[C@@H]1CC[C@H]2[C@H](C(=O)O[C@H]3[C@@]24[C@H]1CC[C@](O3)(OO4)C)C (qinghaosu), [BH4-].[Na+] (NaBH4), CC(=O)O (AcOH). The solvent is CO (MeOH). Conditions: time 1.25 hour. The product is C[C@@H]1CC[C@H]2[C@H]([C@H](O[C@H]3[C@@]24[C@H]1CCC(O3)(OO4)C)O)C (Dihydroqinghaosu). The yield is 79.2%. RXN SMILES: [CH3:1][C@H:2]1[C@@H:12]2[CH2:13][CH2:14][C@@:15]3([CH3:19])[O:17][O:18][C@:11]42[C@H:5]([C@@H:6]([CH3:20])[C:7]([O:9][C@@H:10]4[O:16]3)=[O:8])[CH2:4][CH2:3]1.[BH4-].[Na+].CC(O)=O>CO>[CH3:1][C@H:2]1[C@@H:12]2[CH2:13][CH2:14][C:15]3([CH3:19])[O:17][O:18][C@:11]42[C@H:5]([C@@H:6]([CH3:20])[C@@H:7]([OH:8])[O:9][C@@H:10]4[O:16]3)[CH2:4][CH2:3]1 |f:1.2|. Procedure: To a stirred solution of 240 g (0.85 mol) of qinghaosu (I) in 12 l MeOH was added 240 g (6.34 mol) NaBH4 over a period of 1.75 h, keeping the reaction mixture at 0°-5° C. After an additional stirring for 1.25 h under the same conditions, the mixture was neutralized with 375 ml AcOH maintaining the temperature in the 0°-5° C. range, concentrated by distilling off 8.5 l of solvent (45° C./400 mm), and diluted with 7.5 l cold H2O--MeOH (2:1, 0°-5° C.). The filtrate was stored for 14 h at 4° C. The ...